From a dataset of the Open Reaction Database (ORD), a public repository of structured organic reaction records. describe an organic reaction: reactants, conditions, products, and yield Starting materials: CO, NN, COC(=O)c1cccc(Oc2ccc3c(c2)S(=O)(=O)N=C2CCCN23)c1, CN(C)C=O, O. The product is NNC(=O)c1cccc(Oc2ccc3c(c2)S(=O)(=O)N=C2CCCN23)c1. RXN SMILES: [CH3:30][OH:31].[NH2:28][NH2:29].[O:1]=[S:2]1(=[O:26])[N:3]=[C:4]2[N:5]([c:6]3[c:7]1[cH:8][c:9]([O:12][c:13]1[cH:14][c:15]([C:16](=[O:17])[O:18][CH3:19])[cH:20][cH:21][cH:22]1)[cH:10][cH:11]3)[CH2:23][CH2:24][CH2:25]2.[O:32]=[CH:33][N:34]([CH3:35])[CH3:36].[OH2:27]>>[O:1]=[S:2]1(=[O:26])[N:3]=[C:4]2[N:5]([c:6]3[c:7]1[cH:8][c:9]([O:12][c:13]1[cH:14][c:15]([C:16](=[O:17])[NH:28][NH2:29])[cH:20][cH:21][cH:22]1)[cH:10][cH:11]3)[CH2:23][CH2:24][CH2:25]2.